From a dataset of the Open Reaction Database (ORD), a public repository of structured organic reaction records. describe an organic reaction: reactants, conditions, products, and yield The reactants are N12CC3[C@@H](C(CC(C1)C3)C2)N ((4s)-1-azatricyclo[3.3.1.13,7]dec-4-ylamine), C1(=CC=CC2=CC=CC=C12)C(=O)O (1-naphthoic acid), N (NH3). Yields the product N12CC3[C@@H](C(CC(C1)C3)C2)NC(=O)C2=CC=CC3=CC=CC=C23 (Naphthalene-1-carboxylic acid(4s)-(1-azatricyclo[3.3.1.13,7]dec-4-yl)-amide). RXN SMILES: [N:1]12[CH2:10][CH:5]3[CH2:6][CH:7]([CH2:9][CH:3]([C@@H:4]3[NH2:11])[CH2:2]1)[CH2:8]2.[C:12]1([C:22](O)=[O:23])[C:21]2[C:16](=[CH:17][CH:18]=[CH:19][CH:20]=2)[CH:15]=[CH:14][CH:13]=1.N>>[N:1]12[CH2:10][CH:5]3[CH2:6][CH:7]([CH2:9][CH:3]([C@@H:4]3[NH:11][C:22]([C:12]3[C:21]4[C:16](=[CH:17][CH:18]=[CH:19][CH:20]=4)[CH:15]=[CH:14][CH:13]=3)=[O:23])[CH2:2]1)[CH2:8]2. Reported procedure: Prepared from (4s)-1-azatricyclo[3.3.1.13,7]dec-4-ylamine and 1-naphthoic acid (Aldrich) according to method B; 1H NMR (500 MHz, methanol-d4) δ 1.94-2.71 (m, 7H), 3.46-3.93 (m, 6H), 4.56 (s, 1H), 7.50-7.59 (m, 3H), 7.61-7.68 (m, 1H), 7.90-7.96 (m, 1H), 7.97-8.03 (m, 1H), 8.11-8.18 (m, 1H); MS (APCI/NH3) m/z 307 (M+H)+. Starting materials: O=C(O)C(CCBr)(c1ccccc1)c1ccccc1, CN(C)C=O, CO, ClC(Cl)Cl, O=S(Cl)Cl. Yields the product COC(=O)C(CCBr)(c1ccccc1)c1ccccc1. As a reaction SMILES: [Br:1][CH2:2][CH2:3][C:4]([C:5](=[O:6])[OH:7])([c:8]1[cH:9][cH:10][cH:11][cH:12][cH:13]1)[c:14]1[cH:15][cH:16][cH:17][cH:18][cH:19]1.[CH3:24][N:25]([CH3:26])[CH:27]=[O:28].[CH3:29][OH:30].[CH:31]([Cl:32])([Cl:33])[Cl:34].[S:20]([Cl:21])([Cl:22])=[O:23]>>[Br:1][CH2:2][CH2:3][C:4]([C:5]([O:6][CH3:24])=[O:7])([c:8]1[cH:9][cH:10][cH:11][cH:12][cH:13]1)[c:14]1[cH:15][cH:16][cH:17][cH:18][cH:19]1. Reactants: [BH4-], CCCCCCC(=O)CCC(=O)OC(C)(C)CCCC(C)C, [Na+], O. Product: CCCCCCC(O)CCC(=O)OC(C)(C)CCCC(C)C. As a reaction SMILES: [BH4-:23].[CH3:1][C:2]([CH2:3][CH2:4][CH2:5][CH:6]([CH3:7])[CH3:8])([CH3:9])[O:10][C:11]([CH2:12][CH2:13][C:14]([CH2:15][CH2:16][CH2:17][CH2:18][CH2:19][CH3:20])=[O:21])=[O:22].[Na+:24].[OH2:25]>>[CH3:1][C:2]([CH2:3][CH2:4][CH2:5][CH:6]([CH3:7])[CH3:8])([CH3:9])[O:10][C:11]([CH2:12][CH2:13][CH:14]([CH2:15][CH2:16][CH2:17][CH2:18][CH2:19][CH3:20])[OH:21])=[O:22]. The reactants are OC=1C=C(C=O)C=CC1 (3-hydroxybenzaldehyde), [N+](=O)([O-])CC (nitro ethane), C(C)(=O)[O-].[NH4+] (ammonium acetate), O (water). Reported procedure: To a solution of 3-hydroxybenzaldehyde (20 g, 0.16 mol) in acetic acid (40 mL) was added nitro ethane (32 mL, 0.45 mol) and ammonium acetate (8 g, 0.1 mol). The resulting mixture was stirred at 80° C. for 6 hours. The reaction mixture was poured into a solution of 400 mL of water and the precipitate was collected by filtration to obtain the title compound as a solid (23.68 g, 81%). MS (M+): 180. Product: [N+](=O)([O-])/C(=C/C=1C=C(C=CC1)O)/C (3-[(1E)-2-nitroprop-1-en-1-yl]phenol). RXN SMILES: [OH:1][C:2]1[CH:3]=[C:4]([CH:7]=[CH:8][CH:9]=1)[CH:5]=O.[N+:10]([CH2:13][CH3:14])([O-:12])=[O:11].C([O-])(=O)C.[NH4+].O>C(O)(=O)C>[N+:10](/[C:13](/[CH3:14])=[CH:5]/[C:4]1[CH:3]=[C:2]([OH:1])[CH:9]=[CH:8][CH:7]=1)([O-:12])=[O:11] |f:2.3|. The yield is 82.6%. Run in C(C)(=O)O (acetic acid). Reaction conditions: temperature 80 celsius, time 6 hour. Starting materials: O=c1c2ccccc2cc(Br)c2ccccc12, CC(C)(C)O, C1CCNCC1, CC(C)(C)[O-], [K+]. Yields the product O=c1c2ccccc2cc(N2CCCCC2)c2ccccc12. As a reaction SMILES: [Br:1][c:2]1[cH:3][c:4]2[c:5]([c:6](=[O:13])[c:7]3[c:8]1[cH:9][cH:10][cH:11][cH:12]3)[cH:14][cH:15][cH:16][cH:17]2.[C:30]([OH:31])([CH3:32])([CH3:33])[CH3:34].[CH2:18]1[CH2:19][CH2:20][NH:21][CH2:22][CH2:23]1.[CH3:24][C:25]([CH3:26])([O-:27])[CH3:28].[K+:29]>>[c:2]1([N:21]2[CH2:20][CH2:19][CH2:18][CH2:23][CH2:22]2)[cH:3][c:4]2[c:5]([c:6](=[O:13])[c:7]3[c:8]1[cH:9][cH:10][cH:11][cH:12]3)[cH:14][cH:15][cH:16][cH:17]2. Reactants: CN(C)C(=O)Oc1ccc(S(C)(=O)=O)cc1C(=O)OCc1ccccc1, CO, [Pd]. The product is CN(C)C(=O)Oc1ccc(S(C)(=O)=O)cc1C(=O)O. Reaction SMILES: [CH2:1]([c:2]1[cH:3][cH:4][cH:5][cH:6][cH:7]1)[O:8][C:9]([c:10]1[c:11]([O:20][C:21]([N:22]([CH3:23])[CH3:24])=[O:25])[cH:12][cH:13][c:14]([S:16](=[O:17])(=[O:18])[CH3:19])[cH:15]1)=[O:26].[CH3:27][OH:28].[Pd:29]>>[O:8]=[C:9]([c:10]1[c:11]([O:20][C:21]([N:22]([CH3:23])[CH3:24])=[O:25])[cH:12][cH:13][c:14]([S:16](=[O:17])(=[O:18])[CH3:19])[cH:15]1)[OH:26]. Starting materials: Brc1ccccn1, C#CCCc1nc2ccccc2o1, ClCCl. Product: C(#Cc1ccccn1)CCc1nc2ccccc2o1. RXN SMILES: [Br:1][c:2]1[cH:3][cH:4][cH:5][cH:6][n:7]1.[CH2:8]([CH2:9][C:10]#[CH:11])[c:12]1[o:13][c:14]2[c:15]([n:16]1)[cH:17][cH:18][cH:19][cH:20]2.[Cl:21][CH2:22][Cl:23]>>[c:2]1([C:11]#[C:10][CH2:9][CH2:8][c:12]2[o:13][c:14]3[c:15]([n:16]2)[cH:17][cH:18][cH:19][cH:20]3)[cH:3][cH:4][cH:5][cH:6][n:7]1. Starting materials: II (iodine), S(=O)(O)[O-].[Na+] (sodium hydrogen sulfite), C(CC)C1=CC=2CCC3=CC=CC=C3C2C=C1 (2-propyl-9,10-dihydrophenanthrene), S(O)(O)(=O)=O (sulfuric acid), II (iodine), O.I(=O)(=O)(=O)O (periodic acid hydrate). Solvent: C(Cl)Cl (methylene chloride), ClCCCl (1,2-dichloroethane), O (water), C(C)(=O)O (acetic acid). Yields the product IC1=CC=2CCC3=CC(=CC=C3C2C=C1)CCC (2-iodo-7-propyl-9,10-dihydrophenanthrene). The yield is 89.5%. RXN SMILES: [CH2:1]([C:4]1[CH:17]=[CH:16][C:15]2[C:14]3[C:9](=[CH:10][CH:11]=[CH:12][CH:13]=3)[CH2:8][CH2:7][C:6]=2[CH:5]=1)[CH2:2][CH3:3].S(=O)(=O)(O)O.II.O.[I:26](O)(=O)(=O)=O.S([O-])(O)=O.[Na+]>ClCCCl.C(Cl)Cl.O.C(O)(=O)C>[I:26][C:11]1[CH:12]=[CH:13][C:14]2[C:15]3[C:6](=[CH:5][C:4]([CH2:1][CH2:2][CH3:3])=[CH:17][CH:16]=3)[CH2:7][CH2:8][C:9]=2[CH:10]=1 |f:3.4,5.6|. Reaction conditions: temperature 50 celsius, time 3 hour. Procedure: A suspension of 360 g of aluminum chloride in 1 L of methylene chloride was cooled to 0° C., and a solution of 250 g of propanoic chloride in 800 mL of methylene chloride was then added dropwise to the suspension. Following completion of the addition, the mixture was stirred at the same temperature for 30 minutes, and a solution of 443 g of 9,10-dihydrophenanthrene in 800 mL of methylene chloride was then added dropwise. The reaction mixture was stirred for a further one hour, and the reaction t... The reactants are NC1=C2C=CN=CC2=CC=C1 (5-aminoisoquinoline), C(=O)(OC(C)(C)C)N1CC(CC1)=O (1-Boc-3-pyrrolidinone), C(C)(=O)O[BH-](OC(C)=O)OC(C)=O.[Na+] (sodium triacetoxyborohydride), FC(C(=O)O)(F)F (Trifluoroacetic acid). Isolated yield 82.0%. Product: C1=NC=CC2=C(C=CC=C12)NC1CN(CC1)C(=O)OC(C)(C)C (tert-Butyl 3-(isoquinolin-5-ylamino)pyrrolidine-1-carboxylate), solid. RXN SMILES: [NH2:1][C:2]1[CH:11]=[CH:10][CH:9]=[C:8]2[C:3]=1[CH:4]=[CH:5][N:6]=[CH:7]2.FC(F)(F)C(O)=O.[C:19]([N:26]1[CH2:30][CH2:29][C:28](=O)[CH2:27]1)([O:21][C:22]([CH3:25])([CH3:24])[CH3:23])=[O:20].C(O[BH-](OC(=O)C)OC(=O)C)(=O)C.[Na+]>O1CCCC1>[CH:7]1[C:8]2[C:3](=[C:2]([NH:1][CH:29]3[CH2:28][CH2:27][N:26]([C:19]([O:21][C:22]([CH3:25])([CH3:24])[CH3:23])=[O:20])[CH2:30]3)[CH:11]=[CH:10][CH:9]=2)[CH:4]=[CH:5][N:6]=1 |f:3.4|. Conditions: temperature 20 celsius, time 20 minute. Solvent: O1CCCC1 (tetrahydrofuran), O1CCCC1 (tetrahydrofuran). Procedure details: A 5 L flask (Flask A) equipped with a mechanical stirrer, internal temperature probe and addition funnel was charged with 5-aminoisoquinoline (300 g, 2.08 mol) and 2.7 L of tetrahydrofuran. Trifluoroacetic acid (543 mL, 7.29 mol) was added slowly while maintaining an internal temperature of <32° C. 1-Boc-3-pyrrolidinone (462.5 g, 2.50 mol) was added and the mixture was stirred for 10-30 minutes. A separate 12 L flask (Flask B) equipped with an internal temperature probe, mechanical stirrer and n... Starting materials: ClC1=CC(=NC2=C(C=CC=C12)[N+](=O)[O-])C (4-chloro-2-methyl-8-nitroquinoline), C1(CCCCC1)COC1=CC=C(N)C=C1 (4-(cyclohexylmethyloxy)aniline). Run in C(C)O (ethanol). Product: O.Cl.C1(CCCCC1)COC1=CC=C(C=C1)NC1=CC(=NC2=C(C=CC=C12)[N+](=O)[O-])C (N-[4-(cyclohexylmethyloxy)phenyl]-2-methyl-8-nitroquinolin-4-amine hydrochloride hydrate). Isolated yield 199.3%. Reaction SMILES: [Cl:1][C:2]1[C:11]2[C:6](=[C:7]([N+:12]([O-:14])=[O:13])[CH:8]=[CH:9][CH:10]=2)[N:5]=[C:4]([CH3:15])[CH:3]=1.[CH:16]1([CH2:22][O:23][C:24]2[CH:30]=[CH:29][C:27]([NH2:28])=[CH:26][CH:25]=2)[CH2:21][CH2:20][CH2:19][CH2:18][CH2:17]1>C(O)C>[OH2:13].[ClH:1].[CH:16]1([CH2:22][O:23][C:24]2[CH:30]=[CH:29][C:27]([NH:28][C:2]3[C:11]4[C:6](=[C:7]([N+:12]([O-:14])=[O:13])[CH:8]=[CH:9][CH:10]=4)[N:5]=[C:4]([CH3:15])[CH:3]=3)=[CH:26][CH:25]=2)[CH2:17][CH2:18][CH2:19][CH2:20][CH2:21]1 |f:3.4.5|. Reported procedure: A solution of 1.0 g (4.5 mmol) of 4-chloro-2-methyl-8-nitroquinoline, 1.0 g (4.9 mmol) of 4-(cyclohexylmethyloxy)aniline and 30 mL of ethanol was heated under reflux for five hours. After cooling to room temperature, the reaction solution was evaporated to a residue which was slurried in in diethyl ether and filtered to furnish 2.0 g (99%) of N-[4-(cyclohexylmethyloxy)phenyl]-2-methyl-8-nitroquinolin-4-amine hydrochloride hydrate: m.p. 211°-214° C. (uncorr.).